Task: describe an organic reaction: reactants, conditions, products, and yield. Dataset: the Open Reaction Database (ORD), a public repository of structured organic reaction records Reactants: C1(=CC=C(C=C1)C(CC)O)C (rac-1-p-tolyl-propan-1-ol), N1=CC=CC=C1 (pyridine), P(Br)(Br)Br (Phosphorus tribromide). Solvent: C(C)OCC (diethyl ether). Yields the product BrC(CC)C1=CC=C(C=C1)C (rac-1-(1-bromo-propyl)-4-methyl-benzene). Reaction SMILES: P(Br)(Br)[Br:2].[C:5]1([CH3:15])[CH:10]=[CH:9][C:8]([CH:11](O)[CH2:12][CH3:13])=[CH:7][CH:6]=1.N1C=CC=CC=1>C(OCC)C>[Br:2][CH:11]([C:8]1[CH:9]=[CH:10][C:5]([CH3:15])=[CH:6][CH:7]=1)[CH2:12][CH3:13]. Procedure: 4.5 g (1.6 ml, 16.7 mmol) Phosphorus tribromide were added portion-wise, with stirring to a solution of 4.98 g (33.0 mmol) rac-1-p-tolyl-propan-1-ol and 0.37 ml pyridine in 17 ml anhydrous diethyl ether at 0° C. The reaction mixture was warmed to ambient temperature and the reaction monitored by HPLC to completion. The reaction mixture was poured onto ice-water and the whole was extracted with dichloromethane. The organic phase was washed with brine, dried over MgSO4 and evaporated to give rac-1... Yields the product COc1ccc2c(C(=O)NC(Cc3ccc(C(F)(F)F)cc3)C(O)c3ccc(F)cc3)cccc2c1. RXN SMILES: [C:45](=[O:46])([O-:47])[OH:48].[CH3:1][O:2][c:3]1[cH:4][c:5]2[cH:6][cH:7][cH:8][c:9]([C:13](=[O:14])[OH:15])[c:10]2[cH:11][cH:12]1.[CH3:55][CH2:56][O:57][C:58](=[O:59])[CH3:60].[CH3:62][N:63]([CH3:64])[CH:65]=[O:66].[Cl:16][C:17]([C:18]([Cl:19])=[O:20])=[O:21].[ClH:22].[F:23][c:24]1[cH:25][cH:26][c:27]([CH:30]([CH:31]([CH2:32][c:33]2[cH:34][cH:35][c:36]([C:39]([F:40])([F:41])[F:42])[cH:37][cH:38]2)[NH2:43])[OH:44])[cH:28][cH:29]1.[Na+:49].[O:50]1[CH2:51][CH2:52][CH2:53][CH2:54]1.[OH2:61]>>[CH3:1][O:2][c:3]1[cH:4][c:5]2[cH:6][cH:7][cH:8][c:9]([C:13](=[O:15])[NH:43][CH:31]([CH:30]([c:27]3[cH:26][cH:25][c:24]([F:23])[cH:29][cH:28]3)[OH:44])[CH2:32][c:33]3[cH:34][cH:35][c:36]([C:39]([F:40])([F:41])[F:42])[cH:37][cH:38]3)[c:10]2[cH:11][cH:12]1. Reactants: O=C([O-])O, COc1ccc2c(C(=O)O)cccc2c1, CCOC(C)=O, CN(C)C=O, O=C(Cl)C(=O)Cl, Cl, NC(Cc1ccc(C(F)(F)F)cc1)C(O)c1ccc(F)cc1, [Na+], C1CCOC1, O. As a reaction SMILES: Cl.[CH3:2][O:3][C:4]1[CH:9]=[CH:8][C:7]([CH2:10][CH:11]([N:13]([CH2:16][CH:17]2[CH2:22][CH2:21][NH:20][CH2:19][CH2:18]2)[CH2:14][CH3:15])[CH3:12])=[CH:6][CH:5]=1.[O-:23][C:24]#[N:25].[K+]>O>[CH3:2][O:3][C:4]1[CH:5]=[CH:6][C:7]([CH2:10][CH:11]([N:13]([CH2:16][CH:17]2[CH2:22][CH2:21][N:20]([C:24]([NH2:25])=[O:23])[CH2:19][CH2:18]2)[CH2:14][CH3:15])[CH3:12])=[CH:8][CH:9]=1 |f:0.1,2.3|. Reactants: Cl.COC1=CC=C(C=C1)CC(C)N(CC)CC1CCNCC1 (N-[2-(4-methoxyphenyl)-1-methylethyl]-N-ethyl-(piperidin-4-ylmethyl)amine hydrochloride), [O-]C#N.[K+] (potassium cyanate). Run in O (water). The product is COC1=CC=C(C=C1)CC(C)N(CC)CC1CCN(CC1)C(=O)N (N-[2-(4-methoxyphenyl)-1-methylethyl]-N-ethyl-(1-aminocarbonylpiperidin-4-ylmethyl)amine). Yield: 77.6%. Procedure details: A mixture of N-[2-(4-methoxyphenyl)-1-methylethyl]-N-ethyl-(piperidin-4-ylmethyl)amine hydrochloride (0.42 grams, 1.16 mmole) and potassium cyanate (1.5 grams, 18.5 mmole) in water (5 ml) was heated under reflux for about 20 minutes. The white solid which formed upon cooling was collected and recrystallized from chloroform/hexane to give N-[2-(4-methoxyphenyl)-1-methylethyl]-N-ethyl-(1-aminocarbonylpiperidin-4-ylmethyl)amine (0.3 grams, 77%), m.p. 104-10° C. The reactants are Cl (hydrochloric acid), NC=1C=C(C#N)C=CC1O (3-amino-4-hydroxybenzonitrile), C(C)OC(=S)[S-].[K+] (potassium O-ethyl-xanthate), ice water. Run in N1=CC=CC=C1 (pyridine). The product is S=C1OC2=C(N1)C=C(C=C2)C#N (2-thioxo-2,3-dihydro-benzooxazole-5-carbonitrile). The yield is 46.0%. As a reaction SMILES: [NH2:1][C:2]1[CH:3]=[C:4]([CH:7]=[CH:8][C:9]=1[OH:10])[C:5]#[N:6].C(O[C:14]([S-])=[S:15])C.[K+].Cl>N1C=CC=CC=1>[S:15]=[C:14]1[NH:1][C:2]2[CH:3]=[C:4]([C:5]#[N:6])[CH:7]=[CH:8][C:9]=2[O:10]1 |f:1.2|. Procedure details: A mixture of 3-amino-4-hydroxybenzonitrile (50 mg, 0.37 mmol) and potassium O-ethyl-xanthate (65 mg, 0.41 mmol) in pyridine (0.75 mL) was heated at reflux for 2 h. After cooling, the mixture was poured into ice-water. Then concentrated hydrochloric acid (0.2 mL) was added. The solid was collected, washed with water and dried to give 2-thioxo-2,3-dihydro-benzooxazole-5-carbonitrile 30 mg (46%). Reactants: ClC1=C(C2=C(CCN(CC2)C(C(F)(F)F)=O)C=C1)OS(=O)(=O)C(F)(F)F (7-chloro-3-(2,2,2-trifluoroacetyl)-6-trifluoromethanesulfonyloxy-2,3,4,5-tetrahydro-1H-benzo[d]azepine), NCC1=NC=C(C=C1)OC1CCCCC1 (2-aminomethyl-5-cyclohexyloxy-pyridine). Product: ClC1=C(C2=C(CCN(CC2)C(C(F)(F)F)=O)C=C1)NCC1=NC=C(C=C1)OC1CCCCC1 (7-chloro-6-[(5-cyclohexyloxy-pyridin-2-ylmethyl)-amino]-3-(2,2,2-trifluoroacetyl)-2,3,4,5-tetrahydro-1H-benzo[d]azepine). The yield is 65.0%. RXN SMILES: [Cl:1][C:2]1[CH:18]=[CH:17][C:5]2[CH2:6][CH2:7][N:8]([C:11](=[O:16])[C:12]([F:15])([F:14])[F:13])[CH2:9][CH2:10][C:4]=2[C:3]=1OS(C(F)(F)F)(=O)=O.[NH2:27][CH2:28][C:29]1[CH:34]=[CH:33][C:32]([O:35][CH:36]2[CH2:41][CH2:40][CH2:39][CH2:38][CH2:37]2)=[CH:31][N:30]=1>>[Cl:1][C:2]1[CH:18]=[CH:17][C:5]2[CH2:6][CH2:7][N:8]([C:11](=[O:16])[C:12]([F:15])([F:14])[F:13])[CH2:9][CH2:10][C:4]=2[C:3]=1[NH:27][CH2:28][C:29]1[CH:34]=[CH:33][C:32]([O:35][CH:36]2[CH2:37][CH2:38][CH2:39][CH2:40][CH2:41]2)=[CH:31][N:30]=1. Procedure: Use a method similar to the General Procedure 1-2 to couple 7-chloro-3-(2,2,2-trifluoroacetyl)-6-trifluoromethanesulfonyloxy-2,3,4,5-tetrahydro-1H-benzo[d]azepine (705 mg, 1.66 mmol) and 2-aminomethyl-5-cyclohexyloxy-pyridine (410 mg, 1.99 mmol). Purify the crude mixture by chromatography on silica gel (150 g, pre-packed cartridge) eluting with hexane/EtOAc (1:0 to 9:1 gradient) to obtain 7-chloro-6-[(5-cyclohexyloxy-pyridin-2-ylmethyl)-amino]-3-(2,2,2-trifluoroacetyl)-2,3,4,5-tetrahydro-1H-benz...